This data is from the Open Reaction Database (ORD), a public repository of structured organic reaction records. The task is: describe an organic reaction: reactants, conditions, products, and yield The product is Cc1cc(O)cnc1F. As a reaction SMILES: [F:9][c:10]1[n:11][cH:12][c:13]([B:17]([OH:18])[OH:19])[cH:14][c:15]1[CH3:16].[O:4]1[CH2:5][CH2:6][CH2:7][CH2:8]1.[OH2:1].[OH2:20].[OH:2][OH:3]>>[OH:4][c:13]1[cH:12][n:11][c:10]([F:9])[c:15]([CH3:16])[cH:14]1. Reactants: Cc1cc(B(O)O)cnc1F, C1CCOC1, O, O, OO. The reactants are Clc1ccc(Br)cc1Cl, C1CCOC1, [Li]CCCC, CC(C)(C)OC(=O)N1CCC(=O)CC1. Product: CC(C)(C)OC(=O)N1CCC(O)(c2ccc(Cl)c(Cl)c2)CC1. Reaction SMILES: [Br:6][c:7]1[cH:8][c:9]([Cl:14])[c:10]([Cl:13])[cH:11][cH:12]1.[CH2:29]1[O:30][CH2:31][CH2:32][CH2:33]1.[CH3:1][CH2:2][CH2:3][CH2:4][Li:5].[O:15]=[C:16]1[CH2:17][CH2:18][N:19]([C:22](=[O:23])[O:24][C:25]([CH3:26])([CH3:27])[CH3:28])[CH2:20][CH2:21]1>>[c:7]1([C:16]2([OH:15])[CH2:17][CH2:18][N:19]([C:22](=[O:23])[O:24][C:25]([CH3:26])([CH3:27])[CH3:28])[CH2:20][CH2:21]2)[cH:8][c:9]([Cl:14])[c:10]([Cl:13])[cH:11][cH:12]1. The reactants are CO, C[O-], O=C(Cl)c1ccn(-c2cccc3ncccc23)c1, ClCCl, Cl, Cl, N=C(N)N, [Na+], C1CCOC1. The product is N=C(N)NC(=O)c1ccn(-c2cccc3ncccc23)c1. RXN SMILES: [CH3:28][OH:29].[CH3:6][O-:7].[Cl:10][C:11](=[O:12])[c:13]1[cH:14][n:15](-[c:18]2[c:19]3[cH:20][cH:21][cH:22][n:23][c:24]3[cH:25][cH:26][cH:27]2)[cH:16][cH:17]1.[Cl:30][CH2:31][Cl:32].[ClH:1].[ClH:9].[NH2:2][C:3](=[NH:4])[NH2:5].[Na+:8].[O:33]1[CH2:34][CH2:35][CH2:36][CH2:37]1>>[NH:2]=[C:3]([NH:4][C:11](=[O:12])[c:13]1[cH:14][n:15](-[c:18]2[c:19]3[cH:20][cH:21][cH:22][n:23][c:24]3[cH:25][cH:26][cH:27]2)[cH:16][cH:17]1)[NH2:5]. Starting materials: C(C)(=O)C1=CC=C(C(=O)OCC)C=C1 (ethyl 4-acetylbenzoate), C(C)(C)(C)C1CCC(CC1)N (4-tert-butylcyclohexyl amine), [BH4-].[Na+] (Sodium borohydride). The reagents and catalysts are CC([O-])C.[Ti+4].CC([O-])C.CC([O-])C.CC([O-])C (titanium (IV) isopropoxide). The solvent is C(C)O (ethanol). Reaction conditions: time 10 hour. Yields the product C(C)(C)(C)[C@@H]1CC[C@H](CC1)NC(C)C1=CC=C(C(=O)OCC)C=C1 (ethyl 4-{1-[(trans-4-tert-butylcyclohexyl)amino]ethyl}benzoate). RXN SMILES: [C:1]([C:4]1[CH:14]=[CH:13][C:7]([C:8]([O:10][CH2:11][CH3:12])=[O:9])=[CH:6][CH:5]=1)(=O)[CH3:2].[C:15]([CH:19]1[CH2:24][CH2:23][CH:22]([NH2:25])[CH2:21][CH2:20]1)([CH3:18])([CH3:17])[CH3:16].[BH4-].[Na+]>C(O)C.CC(C)[O-].[Ti+4].CC(C)[O-].CC(C)[O-].CC(C)[O-]>[C:15]([C@H:19]1[CH2:20][CH2:21][C@H:22]([NH:25][CH:1]([C:4]2[CH:14]=[CH:13][C:7]([C:8]([O:10][CH2:11][CH3:12])=[O:9])=[CH:6][CH:5]=2)[CH3:2])[CH2:23][CH2:24]1)([CH3:18])([CH3:16])[CH3:17] |f:2.3,5.6.7.8.9|. Procedure: A mixture of ethyl 4-acetylbenzoate (3.00 g, 15.6 mmol), titanium (IV) isopropoxide (9.30 mL, 31.2 mmol), 4-tert-butylcyclohexyl amine (4.85 g, 31.2 mmol) in absolute ethanol (100 mL) was stirred under nitrogen at room temperature for 10 h. Sodium borohydride (0.88 g, 23.4 mmol) was then added and the resulting mixture was stirred for an additional 8 h at room temperature. The reaction was quenched by pouring into aqueous ammonia (2N, 225 mL). The resulting inorganic precipitate was filtered off...